This data is from the Open Reaction Database (ORD), a public repository of structured organic reaction records. The task is: describe an organic reaction: reactants, conditions, products, and yield The reactants are Cc1noc(C(C)N)n1, CCN=C=NCCCN(C)C, CN1CCOCC1, CN(C)C=O, Cl, Cl, Cl, CC(C)(O)c1nn(-c2ccsc2)c2cc(C(=O)O)ccc12, On1nnc2cccnc21. Product: Cc1noc(C(C)NC(=O)c2ccc3c(C(C)(C)O)nn(-c4ccsc4)c3c2)n1. As a reaction SMILES: [CH3:24][c:25]1[n:26][o:27][c:28]([CH:30]([CH3:31])[NH2:32])[n:29]1.[CH3:34][N:35]([CH3:36])[CH2:37][CH2:38][CH2:39][N:40]=[C:41]=[N:42][CH2:43][CH3:44].[CH3:55][N:56]1[CH2:57][CH2:58][O:59][CH2:60][CH2:61]1.[CH3:62][N:63]([CH3:64])[CH:65]=[O:66].[ClH:22].[ClH:23].[ClH:33].[OH:1][C:2]([CH3:3])([CH3:4])[c:5]1[n:6][n:7](-[c:17]2[cH:18][s:19][cH:20][cH:21]2)[c:8]2[cH:9][c:10]([C:14](=[O:15])[OH:16])[cH:11][cH:12][c:13]12.[OH:45][n:46]1[c:47]2[n:48][cH:49][cH:50][cH:51][c:52]2[n:53][n:54]1>>[OH:1][C:2]([CH3:3])([CH3:4])[c:5]1[n:6][n:7](-[c:17]2[cH:18][s:19][cH:20][cH:21]2)[c:8]2[cH:9][c:10]([C:14](=[O:15])[NH:32][CH:30]([c:28]3[o:27][n:26][c:25]([CH3:24])[n:29]3)[CH3:31])[cH:11][cH:12][c:13]12. Reactants: C(C)(=O)C=1OC2=C(C1)C=CC=C2O (2-acetyl-7-hydroxybenzofuran), solution, [OH-].[Na+] (sodium hydroxide), C(C)(=O)O[C@H]1C(SC[C@H]([C@@H]1OC(C)=O)OC(C)=O)Br (2,3,4-tri-O-acetyl-5-thio-D-xylopyranosyl bromide), C1(=CC=CC=C1)C (toluene). Reagents/catalysts: [Cl-].[Zn+2].[Cl-] (zinc chloride). Solvent: C(C)N(CC)CC (triethylamine), C(C)#N (acetonitrile). Run at temperature 90 celsius, time 20 minute. The product is C(C)(=O)O[C@H]1[C@H](OC2=CC=CC=3C=C(OC32)C(C)=O)SC[C@H]([C@@H]1OC(C)=O)OC(C)=O (2-acetyl-7-benzofuranyl 2,3,4-tri-O-acetyl-5-thio-β-D-xylopyranoside). Isolated yield 37.0%. Reaction SMILES: [C:1]([C:4]1[O:5][C:6]2[C:12]([OH:13])=[CH:11][CH:10]=[CH:9][C:7]=2[CH:8]=1)(=[O:3])[CH3:2].C1(C)C=CC=CC=1.[C:21]([O:24][C@@H:25]1[C@@H:30]([O:31][C:32](=[O:34])[CH3:33])[C@H:29]([O:35][C:36](=[O:38])[CH3:37])[CH2:28][S:27][CH:26]1Br)(=[O:23])[CH3:22].[OH-].[Na+]>[Cl-].[Zn+2].[Cl-].C(N(CC)CC)C.C(#N)C>[C:21]([O:24][C@@H:25]1[C@@H:30]([O:31][C:32](=[O:34])[CH3:33])[C@H:29]([O:35][C:36](=[O:38])[CH3:37])[CH2:28][S:27][C@H:26]1[O:13][C:12]1[C:6]2[O:5][C:4]([C:1](=[O:3])[CH3:2])=[CH:8][C:7]=2[CH:9]=[CH:10][CH:11]=1)(=[O:23])[CH3:22] |f:3.4,5.6.7|. Procedure details: A mixture composed of 1.93 g (14.1 mM) of anhydrous zinc chloride, 1 g (5.7 mM) of 2-acetyl-7-hydroxybenzofuran and 2.2 g of molecular sieve 13× is stirred into 13 ml of toluene and 13 ml of acetonitrile. The mixture is brought to 90° C. and 1.42 g (14.1 mM) of triethylamine and 2.22 g (6.27 mM) of 2,3,4-tri-O-acetyl-5-thio-D-xylopyranosyl bromide are added, while maintaining the mixture at the temperature of 90° C. The mixture maintained at 90° C. is then stirred for 20 minutes. The mixture is ...